From a dataset of the Open Reaction Database (ORD), a public repository of structured organic reaction records. describe an organic reaction: reactants, conditions, products, and yield Reactants: CC(C)C(O)(c1cccc(Br)c1)c1cn(C(c2ccccc2)(c2ccccc2)c2ccccc2)cn1, [Na+], [Na+], O=C([O-])[O-], c1ccc(P(c2ccccc2)(c2ccccc2)[Pd](P(c2ccccc2)(c2ccccc2)c2ccccc2)(P(c2ccccc2)(c2ccccc2)c2ccccc2)P(c2ccccc2)(c2ccccc2)c2ccccc2)cc1, OB(O)c1ccncc1. Yields the product CC(C)C(O)(c1cccc(-c2ccncc2)c1)c1cn(C(c2ccccc2)(c2ccccc2)c2ccccc2)cn1. Reaction SMILES: [Br:1][c:2]1[cH:3][c:4]([C:8]([CH:9]([CH3:10])[CH3:11])([OH:12])[c:13]2[n:14][cH:15][n:16]([C:18]([c:19]3[cH:20][cH:21][cH:22][cH:23][cH:24]3)([c:25]3[cH:26][cH:27][cH:28][cH:29][cH:30]3)[c:31]3[cH:32][cH:33][cH:34][cH:35][cH:36]3)[cH:17]2)[cH:5][cH:6][cH:7]1.[Na+:46].[Na+:47].[O-:48][C:49](=[O:50])[O-:51].[cH:52]1[cH:53][cH:54][c:55]([P:56]([Pd:57]([P:58]([c:59]2[cH:60][cH:61][cH:62][cH:63][cH:64]2)([c:65]2[cH:66][cH:67][cH:68][cH:69][cH:70]2)[c:71]2[cH:72][cH:73][cH:74][cH:75][cH:76]2)([P:77]([c:78]2[cH:79][cH:80][cH:81][cH:82][cH:83]2)([c:84]2[cH:85][cH:86][cH:87][cH:88][cH:89]2)[c:90]2[cH:91][cH:92][cH:93][cH:94][cH:95]2)[P:96]([c:97]2[cH:98][cH:99][cH:100][cH:101][cH:102]2)([c:103]2[cH:104][cH:105][cH:106][cH:107][cH:108]2)[c:109]2[cH:110][cH:111][cH:112][cH:113][cH:114]2)([c:115]2[cH:116][cH:117][cH:118][cH:119][cH:120]2)[c:121]2[cH:122][cH:123][cH:124][cH:125][cH:126]2)[cH:127][cH:128]1.[n:37]1[cH:38][cH:39][c:40]([B:43]([OH:44])[OH:45])[cH:41][cH:42]1>>[c:2]1(-[c:40]2[cH:39][cH:38][n:37][cH:42][cH:41]2)[cH:3][c:4]([C:8]([CH:9]([CH3:10])[CH3:11])([OH:12])[c:13]2[n:14][cH:15][n:16]([C:18]([c:19]3[cH:20][cH:21][cH:22][cH:23][cH:24]3)([c:25]3[cH:26][cH:27][cH:28][cH:29][cH:30]3)[c:31]3[cH:32][cH:33][cH:34][cH:35][cH:36]3)[cH:17]2)[cH:5][cH:6][cH:7]1.